Dataset: the Open Reaction Database (ORD), a public repository of structured organic reaction records. Task: describe an organic reaction: reactants, conditions, products, and yield Starting materials: O=C([O-])[O-], COc1n[nH]c(=O)[nH]1, CC#N, [K+], [K+], BrCc1cccc(Oc2ccccc2)c1, O. Yields the product COc1n[nH]c(=O)n1Cc1cccc(Oc2ccccc2)c1. As a reaction SMILES: [C:9](=[O:10])([O-:11])[O-:12].[CH3:1][O:2][c:3]1[nH:4][c:5](=[O:8])[nH:6][n:7]1.[CH3:31][C:32]#[N:33].[K+:13].[K+:14].[O:15]([c:16]1[cH:17][cH:18][cH:19][cH:20][cH:21]1)[c:22]1[cH:23][c:24]([CH2:25][Br:26])[cH:27][cH:28][cH:29]1.[OH2:30]>>[CH3:1][O:2][c:3]1[n:4]([CH2:25][c:24]2[cH:23][c:22]([O:15][c:16]3[cH:17][cH:18][cH:19][cH:20][cH:21]3)[cH:29][cH:28][cH:27]2)[c:5](=[O:8])[nH:6][n:7]1.